This data is from the Open Reaction Database (ORD), a public repository of structured organic reaction records. The task is: describe an organic reaction: reactants, conditions, products, and yield Reactants: ClC1=C(C=C(C(=C1)C1=NC=NC2=CC(=CC=C12)S(=O)(=O)OC1=C(C(=C(C(=C1F)F)F)F)F)OC)C1=CC(=CC=C1)F (perfluorophenyl 4-(2-chloro-3′-fluoro-5-methoxy-[1,1′-biphenyl]-4-yl)quinazoline-7-sulfonate), S1N=CN=C1N (1,2,4-thiadiazol-5-amine), C([O-])([O-])=O.[Cs+].[Cs+] (cesium carbonate). Reaction conditions: time 8 hour. Product: ClC1=C(C=C(C(=C1)C1=NC=NC2=CC(=CC=C12)S(=O)(=O)NC1=NC=NS1)OC)C1=CC(=CC=C1)F (4-(2-chloro-3′-fluoro-5-methoxy-[1,1′-biphenyl]-4-yl)-N-(1,2,4-thiadiazol-5-yl)quinazoline-7-sulfonamide). Reaction SMILES: [Cl:1][C:2]1[CH:7]=[C:6]([C:8]2[C:17]3[C:12](=[CH:13][C:14]([S:18]([O:21]C4C(F)=C(F)C(F)=C(F)C=4F)(=[O:20])=O)=[CH:15][CH:16]=3)[N:11]=[CH:10][N:9]=2)[C:5]([O:33][CH3:34])=[CH:4][C:3]=1[C:35]1[CH:40]=[CH:39][CH:38]=[C:37]([F:41])[CH:36]=1.[S:42]1[C:46]([NH2:47])=[N:45][CH:44]=[N:43]1.C(=O)([O-])[O-].[Cs+].[Cs+]>>[Cl:1][C:2]1[CH:7]=[C:6]([C:8]2[C:17]3[C:12](=[CH:13][C:14]([S:18]([NH:47][C:46]4[S:42][N:43]=[CH:44][N:45]=4)(=[O:20])=[O:21])=[CH:15][CH:16]=3)[N:11]=[CH:10][N:9]=2)[C:5]([O:33][CH3:34])=[CH:4][C:3]=1[C:35]1[CH:40]=[CH:39][CH:38]=[C:37]([F:41])[CH:36]=1 |f:2.3.4|. Procedure details: A vial was charged with perfluorophenyl 4-(2-chloro-3′-fluoro-5-methoxy-[1,1′-biphenyl]-4-yl)quinazoline-7-sulfonate (0.060 g, 0.098 mmol), 1,2,4-thiadiazol-5-amine (10.93 mg, 0.108 mmol), and cesium carbonate (0.096 g, 0.295 mmol). The vial was flushed with Ar (g), then acetonitrile (0.491 ml) was added. The reaction was stirred overnight at room temperature. The mixture was diluted with EtOAc and 1 N aq. HCl. The layers were separated, and the aq. layer was extracted with EtOAc (2×). The combi... The reactants are NCC(=O)O (Gly), N[C@@H](CC1=CC=C(C=C1)O)C(=O)O (Tyr), N[C@@H](CC1=CC=CC=C1)C(=O)O (Phe), N[C@@H](C)C(=O)O (Ala), N[C@@H](CC(C)C)C(=O)O (Leu). The product is N([C@@H](CC1=CC=C(C=C1)OCC1=CC=CC=C1)C(=O)O)C(=O)OCC1=CC=CC=C1 (Z-Tyr(Bzl)). RXN SMILES: NC[C:3]([OH:5])=[O:4].N[C@H:7]([C:9](O)=O)[CH3:8].N[C@H:13]([C:18](O)=O)[CH2:14][CH:15](C)C.[NH2:21][C@H:22]([C:31]([OH:33])=[O:32])[CH2:23][C:24]1[CH:29]=[CH:28][C:27]([OH:30])=[CH:26][CH:25]=1.N[C@H](C(O)=O)[CH2:36][C:37]1[CH:42]=[CH:41][CH:40]=[CH:39][CH:38]=1>>[NH:21]([C:3]([O:5][CH2:36][C:37]1[CH:38]=[CH:39][CH:40]=[CH:41][CH:42]=1)=[O:4])[C@H:22]([C:31]([OH:33])=[O:32])[CH2:23][C:24]1[CH:25]=[CH:26][C:27]([O:30][CH2:8][C:7]2[CH:9]=[CH:15][CH:14]=[CH:13][CH:18]=2)=[CH:28][CH:29]=1. Procedure details: Gly 1.13, Ala 1.03, Leu 1.00, Tyr 0.88, Phe 1.05 Reactants: Cl.N1[C@H](C(=O)N)CSC1 (L-thioprolineamide hydrochloride), ClCC(=O)Cl (chloroacetyl chloride), ClCCl (dichloromethane), FC(C(=O)OC(C(F)(F)F)=O)(F)F (trifluoroacetic anhydride). Solvent: C(C)N(CC)CC (triethylamine), N1=CC=CC=C1 (pyridine). Reaction conditions: time 1 hour. Product: Cl.N1[C@H](C(=O)N)CSC1 (L-thioprolineamide hydrochloride), ClCC(=O)N1CSC[C@H]1C#N ((R)-3-chloroacetyl-4-cyanothiazolidine). Reaction SMILES: [Cl:1][CH2:2][C:3](Cl)=[O:4].ClCCl.Cl.[NH:10]1[CH2:17][S:16][CH2:15][C@H:11]1[C:12]([NH2:14])=[O:13].FC(F)(F)C(OC(=O)C(F)(F)F)=O>N1C=CC=CC=1.C(N(CC)CC)C>[ClH:1].[NH:10]1[CH2:17][S:16][CH2:15][C@H:11]1[C:12]([NH2:14])=[O:13].[Cl:1][CH2:2][C:3]([N:10]1[C@H:11]([C:12]#[N:14])[CH2:15][S:16][CH2:17]1)=[O:4] |f:2.3,7.8|. Procedure: L-thioprolineamide hydrochloride was synthesized according to the process described in the literature (Ashworth et. al., Bioorg. Med. Chem. Lett., Vol. 6, pp. 2745–2748, 1996). 2.36 ml of chloroacetyl chloride was added to 150 ml of a dichloromethane solution containing 5.00 g of the thus obtained L-thioprolineamide hydrochloride and 8.67 ml of triethylamine under ice-cooling, and the mixture was stirred at the same temperature for 1 hour. To the reaction mixture were added 4.8 ml of pyridine an... Reactants: NC(=O)CCC(=O)NOC(=O)OCc1ccccc1, CC(C)=O, COc1ccc(C(N)C(=O)O)cc1, [Na+], O=C([O-])O, O. Product: COc1ccc(C(NC(=O)OCc2ccccc2)C(=O)O)cc1. Reaction SMILES: [CH2:6]([c:7]1[cH:8][cH:9][cH:10][cH:11][cH:12]1)[O:13][C:14]([O:16][NH:15][C:17](=[O:18])[CH2:19][CH2:20][C:21]([NH2:22])=[O:23])=[O:24].[CH3:38][C:39](=[O:40])[CH3:41].[NH2:25][CH:26]([C:27](=[O:28])[OH:29])[c:30]1[cH:31][cH:32][c:33]([O:36][CH3:37])[cH:34][cH:35]1.[Na+:5].[O-:1][C:2]([OH:3])=[O:4].[OH2:42]>>[CH2:6]([c:7]1[cH:8][cH:9][cH:10][cH:11][cH:12]1)[O:13][C:14](=[O:16])[NH:25][CH:26]([C:27](=[O:28])[OH:29])[c:30]1[cH:31][cH:32][c:33]([O:36][CH3:37])[cH:34][cH:35]1. Reaction SMILES: [CH2:1]([O:3][C:4]1[CH:5]=[C:6]([CH:9]=[CH:10][C:11]=1[OH:12])[CH:7]=[O:8])[CH3:2].C(=O)([O-])[O-].[K+].[K+].I[CH:20]([CH3:22])[CH3:21]>CN(C)C=O>[CH2:1]([O:3][C:4]1[CH:5]=[C:6]([CH:9]=[CH:10][C:11]=1[O:12][CH:20]([CH3:22])[CH3:21])[CH:7]=[O:8])[CH3:2] |f:1.2.3|. Solvent: CN(C=O)C (dimethylformamide). Procedure: To 3-ethoxy-4-hydroxybenzaldehyde (20.0 g, 120 mmol) in dimethylformamide (250 mL) was added potassium carbonate (33.1 g, 240 mmol) then 2-iodopropane (18 mL, 180 mmol). The reaction mixture was heated to 45° C. and stirred for 3 h. After cooling to rt, the crude reaction mixture was extracted with ethyl acetate (3×). The combined extracts were then washed with water (3×) then brine and dried over sodium sulfate. The solvent was removed to give 24 g of 141A as a yellow oil. LC-MS: 231.17 (M+Na)+... Reactants: C(C)OC=1C=C(C=O)C=CC1O (3-ethoxy-4-hydroxybenzaldehyde), C([O-])([O-])=O.[K+].[K+] (potassium carbonate), IC(C)C (2-iodopropane). Yield: 96.0%. Reaction conditions: temperature 45 celsius, time 3 hour. Product: C(C)OC=1C=C(C=O)C=CC1OC(C)C (3-Ethoxy-4-isopropoxybenzaldehyde). Starting materials: FC1=CC(=C(C=C1C(C)C)C1=C(C=C(C=C1)C(F)(F)F)C1CNC(N1CC1=CC=C(C=C1)OC)=O)OC (5-[4′-fluoro-5′-isopropyl-2′-methoxy-4-(trifluoromethyl)biphenyl-2-yl]-1-(4-methoxybenzyl)imidazolidin-2-one), FC1=CC(=C(C=C1C(C)C)C1=C(C=C(C=C1)C(F)(F)F)C1CNC(N1CC1=CC=C(C=C1)OC)=O)OC (5-[4′-fluoro-5′-isopropyl-2′-methoxy-4-(trifluoromethyl)biphenyl-2-yl]-1-(4-methoxybenzyl)imidazolidin-2-one), C(C1=CC=CC=C1)Br (benzyl bromide). Product: C(C1=CC=CC=C1)N1C(N(C(C1)C1=C(C=CC(=C1)C(F)(F)F)C1=C(C=C(C(=C1)C(C)C)F)OC)CC1=CC=C(C=C1)OC)=O (1-benzyl-4-[4′-fluoro-5′-isopropyl-2′-methoxy-4-(trifluoromethyl)biphenyl-2-yl]-3-(4-methoxybenzyl)imidazolidin-2-one). RXN SMILES: [F:1][C:2]1[C:7]([CH:8]([CH3:10])[CH3:9])=[CH:6][C:5]([C:11]2[CH:16]=[CH:15][C:14]([C:17]([F:20])([F:19])[F:18])=[CH:13][C:12]=2[CH:21]2[N:25]([CH2:26][C:27]3[CH:32]=[CH:31][C:30]([O:33][CH3:34])=[CH:29][CH:28]=3)[C:24](=[O:35])[NH:23][CH2:22]2)=[C:4]([O:36][CH3:37])[CH:3]=1.[CH2:38](Br)[C:39]1[CH:44]=[CH:43][CH:42]=[CH:41][CH:40]=1>>[CH2:38]([N:23]1[CH2:22][CH:21]([C:12]2[CH:13]=[C:14]([C:17]([F:20])([F:18])[F:19])[CH:15]=[CH:16][C:11]=2[C:5]2[CH:6]=[C:7]([CH:8]([CH3:9])[CH3:10])[C:2]([F:1])=[CH:3][C:4]=2[O:36][CH3:37])[N:25]([CH2:26][C:27]2[CH:28]=[CH:29][C:30]([O:33][CH3:34])=[CH:31][CH:32]=2)[C:24]1=[O:35])[C:39]1[CH:44]=[CH:43][CH:42]=[CH:41][CH:40]=1. Procedure: Following the procedure described in EXAMPLE 379, Step A, 31 mg of 5-[4′-fluoro-5′-isopropyl-2′-methoxy-4-(trifluoromethyl)biphenyl-2-yl]-1-(4-methoxybenzyl)imidazolidin-2-one (INTERMEDIATE 32) and 9 μL of benzyl bromide gave the title compound. Mass spectrum (ESI) 607.5 (M+1). The reactants are C(=O)(OC(C)(C)C)C1C2(CCC(C1)(CC2)CN)C(=O)N (Boc-4-aminomethylbicyclo-[2.2.2]octane carboxamide), [OH-].COC(=O)NS(=O)(=O)[N+](CC)(CC)CC ((methoxycarbonylsulfamoyl)-triethylammonium hydroxide), O (H2O), C(Cl)(Cl)Cl.CO.O (CHCl3 CH3OH-H2O). The solvent is C(Cl)Cl (CH2Cl2), N1=CC=CC=C1 (pyridine), 1-g. Conditions: time 1.5 hour. Product: C(=O)(OC(C)(C)C)C1C2(CCC(C1)(CC2)CN)C#N (Boc-4-aminomethylbicyclo-[2.2.2]octane nitrile). Reaction SMILES: [C:1]([CH:8]1[CH2:13][C:12]2([CH2:16][NH2:17])[CH2:14][CH2:15][C:9]1([C:18]([NH2:20])=O)[CH2:10][CH2:11]2)([O:3][C:4]([CH3:7])([CH3:6])[CH3:5])=[O:2].[OH-].COC(NS([N+](CC)(CC)CC)(=O)=O)=O.C(Cl)(Cl)Cl.CO.O.O>C(Cl)Cl.N1C=CC=CC=1>[C:1]([CH:8]1[CH2:13][C:12]2([CH2:16][NH2:17])[CH2:11][CH2:10][C:9]1([C:18]#[N:20])[CH2:15][CH2:14]2)([O:3][C:4]([CH3:7])([CH3:6])[CH3:5])=[O:2] |f:1.2,3.4.5|. Reported procedure: A solution of 7.52 g (26.6 mmol) of the product from step C in 50 ml of CH2Cl2 and 80 ml of anhydrous pyridine was treated with 11.12 g of (methoxycarbonylsulfamoyl)-triethylammonium hydroxide inner salt (Burgess reagent) in 1-g portions over 5 min. After stirring for 1.5 hr, TLC (90-10-1, CHCl3 -CH3OH-H2O) showed complete conversion to product, and the solution was evaporated to give a paste, to which H2O was added, up to 400 ml, with trituration and stirring to afford, after standing 20 hr at ... Reactants: CC1=C(C(=NO1)C1=CC=CC=C1)COC1=NC=C(C(=O)O)C=C1 (6-(5-methyl-3-phenyl-isoxazol-4-ylmethoxy)-nicotinic acid), NN1CCCCC1 (N-aminopiperidine). Product: CC1=C(C(=NO1)C1=CC=CC=C1)COC1=NC=C(C(=O)NN2CCCCC2)C=C1 (6-((5-Methyl-3-phenyl-isoxazol-4-yl)-methoxy)-N-piperidin-1-yl-nicotinamide). Isolated yield 21.0%. As a reaction SMILES: [CH3:1][C:2]1[O:6][N:5]=[C:4]([C:7]2[CH:12]=[CH:11][CH:10]=[CH:9][CH:8]=2)[C:3]=1[CH2:13][O:14][C:15]1[CH:23]=[CH:22][C:18]([C:19]([OH:21])=O)=[CH:17][N:16]=1.[NH2:24][N:25]1[CH2:30][CH2:29][CH2:28][CH2:27][CH2:26]1>>[CH3:1][C:2]1[O:6][N:5]=[C:4]([C:7]2[CH:8]=[CH:9][CH:10]=[CH:11][CH:12]=2)[C:3]=1[CH2:13][O:14][C:15]1[CH:23]=[CH:22][C:18]([C:19]([NH:24][N:25]2[CH2:30][CH2:29][CH2:28][CH2:27][CH2:26]2)=[O:21])=[CH:17][N:16]=1. Procedure details: As described for example 2b, 6-(5-methyl-3-phenyl-isoxazol-4-ylmethoxy)-nicotinic acid (100 mg, 0.32 mmol) was converted, using N-aminopiperidine instead of N-aminomorpholine to the title compound (27 mg, 21%) which was obtained as a white solid. MS: m/e=393.2 [M+H]+. Reactants: COc1cc(C(=O)N(C)c2ccc(C)cc2OCCCCCC(=O)N2CCC(=O)CC2)ccc1NC(=O)c1ccccc1OCCCNC(=O)OC(C)(C)C, [BH3-]C#N, CC(=O)[O-], CO, CC(=O)O, [NH4+], [Na+], [Na+], [OH-]. The product is COc1cc(C(=O)N(C)c2ccc(C)cc2OCCCCCC(=O)N2CCC(N)CC2)ccc1NC(=O)c1ccccc1OCCCNC(=O)OC(C)(C)C. RXN SMILES: [C:1]([CH3:2])([CH3:3])([CH3:4])[O:5][C:6](=[O:7])[NH:8][CH2:9][CH2:10][CH2:11][O:12][c:13]1[c:14]([C:15](=[O:16])[NH:17][c:18]2[c:19]([O:50][CH3:51])[cH:20][c:21]([C:22](=[O:23])[N:24]([c:25]3[c:26]([O:32][CH2:33][CH2:34][CH2:35][CH2:36][CH2:37][C:38](=[O:39])[N:40]4[CH2:41][CH2:42][C:43](=[O:46])[CH2:44][CH2:45]4)[cH:27][c:28]([CH3:31])[cH:29][cH:30]3)[CH3:47])[cH:48][cH:49]2)[cH:52][cH:53][cH:54][cH:55]1.[C:61](#[N:62])[BH3-:63].[CH3:57][C:58](=[O:59])[O-:60].[CH3:67][OH:68].[CH3:69][C:70](=[O:71])[OH:72].[NH4+:56].[Na+:64].[Na+:66].[OH-:65]>>[C:1]([CH3:2])([CH3:3])([CH3:4])[O:5][C:6](=[O:7])[NH:8][CH2:9][CH2:10][CH2:11][O:12][c:13]1[c:14]([C:15](=[O:16])[NH:17][c:18]2[c:19]([O:50][CH3:51])[cH:20][c:21]([C:22](=[O:23])[N:24]([c:25]3[c:26]([O:32][CH2:33][CH2:34][CH2:35][CH2:36][CH2:37][C:38](=[O:39])[N:40]4[CH2:41][CH2:42][CH:43]([NH2:62])[CH2:44][CH2:45]4)[cH:27][c:28]([CH3:31])[cH:29][cH:30]3)[CH3:47])[cH:48][cH:49]2)[cH:52][cH:53][cH:54][cH:55]1. The reactants are O=C([O-])Cc1ccccc1Nc1c(Cl)cccc1Cl, CCN(Cc1cc(C(=O)NCCCCl)cc(Br)c1N)C1CCCCC1, [Na+]. Product: CCN(Cc1cc(C(=O)NCCCOC(=O)Cc2ccccc2Nc2c(Cl)cccc2Cl)cc(Br)c1N)C1CCCCC1. As a reaction SMILES: [Cl:26][c:27]1[c:28]([NH:34][c:35]2[c:36]([CH2:41][C:42](=[O:43])[O-:44])[cH:37][cH:38][cH:39][cH:40]2)[c:29]([Cl:33])[cH:30][cH:31][cH:32]1.[NH2:1][c:2]1[c:3]([Br:25])[cH:4][c:5]([C:6](=[O:7])[NH:8][CH2:9][CH2:10][CH2:11][Cl:12])[cH:13][c:14]1[CH2:15][N:16]([CH2:17][CH3:18])[CH:19]1[CH2:20][CH2:21][CH2:22][CH2:23][CH2:24]1.[Na+:45]>>[NH2:1][c:2]1[c:3]([Br:25])[cH:4][c:5]([C:6](=[O:7])[NH:8][CH2:9][CH2:10][CH2:11][O:44][C:42]([CH2:41][c:36]2[c:35]([NH:34][c:28]3[c:27]([Cl:26])[cH:32][cH:31][cH:30][c:29]3[Cl:33])[cH:40][cH:39][cH:38][cH:37]2)=[O:43])[cH:13][c:14]1[CH2:15][N:16]([CH2:17][CH3:18])[CH:19]1[CH2:20][CH2:21][CH2:22][CH2:23][CH2:24]1.